Dataset: the Open Reaction Database (ORD), a public repository of structured organic reaction records. Task: describe an organic reaction: reactants, conditions, products, and yield Starting materials: CC1=C(C=C(C(=O)NC2=CC=NN2C)C=C1)B1OC(C(O1)(C)C)(C)C (4-methyl-N-(1-methyl-1H-pyrazol-5-yl)-3-(4,4,5,5-tetramethyl-1,3,2-dioxaborolan-2-yl)benzamide), ClC=1C=C2C=NN=C(C2=CC1)C1(CC1)C(F)(F)F (6-chloro-1-(1-(trifluoromethyl)cyclopropyl)phthalazine). Product: CC1=C(C=C(C(=O)NC2=CC=NN2C)C=C1)C=1C=C2C=NN=C(C2=CC1)C1(CC1)C(F)(F)F (4-Methyl-N-(1-methyl-1H-pyrazol-5-yl)-3-(1-(1-(trifluoromethyl)cyclopropyl)phthalazin-6-yl)benzamide). RXN SMILES: [CH3:1][C:2]1[CH:16]=[CH:15][C:5]([C:6]([NH:8][C:9]2[N:13]([CH3:14])[N:12]=[CH:11][CH:10]=2)=[O:7])=[CH:4][C:3]=1B1OC(C)(C)C(C)(C)O1.Cl[C:27]1[CH:28]=[C:29]2[C:34](=[CH:35][CH:36]=1)[C:33]([C:37]1([C:40]([F:43])([F:42])[F:41])[CH2:39][CH2:38]1)=[N:32][N:31]=[CH:30]2>>[CH3:1][C:2]1[CH:16]=[CH:15][C:5]([C:6]([NH:8][C:9]2[N:13]([CH3:14])[N:12]=[CH:11][CH:10]=2)=[O:7])=[CH:4][C:3]=1[C:27]1[CH:28]=[C:29]2[C:34](=[CH:35][CH:36]=1)[C:33]([C:37]1([C:40]([F:43])([F:42])[F:41])[CH2:39][CH2:38]1)=[N:32][N:31]=[CH:30]2. Procedure details: The title compound was prepared according to a procedure analogous to that described in Example 225, using 4-methyl-N-(1-methyl-1H-pyrazol-5-yl)-3-(4,4,5,5-tetramethyl-1,3,2-dioxaborolan-2-yl)benzamide and 6-chloro-1-(1-(trifluoromethyl)cyclopropyl)phthalazine as the starting materials. MS (ESI, pos. ion) m/z: 452.2 (M+1). Reactants: OC1=C(C2=C(C(CO2)=O)C=C1)CCC (6-hydroxy-7-propyl-2H-benzofuran-3-one), COC(CCC1=C(C=CC=C1)OCCCCCBr)=O (2-[(5-bromopentyl)oxy]benzenepropanoic acid methyl ester), C([O-])([O-])=O.[K+].[K+] (potassium carbonate). The solvent is CN(C=O)C (N,N-dimethylformamide). Reaction conditions: time 3 hour. Product: COC(CCC1=C(C=CC=C1)OCCCCCOC1=C(C2=C(C(CO2)=O)C=C1)CCC)=O (2-[5-[(2,3-dihydro-3-oxo-7-propylbenzofuran-6-yl)oxy]pentyloxy]benzenepropanoic acid methyl ester). The yield is 68.1%. As a reaction SMILES: [OH:1][C:2]1[CH:11]=[CH:10][C:5]2[C:6](=[O:9])[CH2:7][O:8][C:4]=2[C:3]=1[CH2:12][CH2:13][CH3:14].[CH3:15][O:16][C:17](=[O:33])[CH2:18][CH2:19][C:20]1[CH:25]=[CH:24][CH:23]=[CH:22][C:21]=1[O:26][CH2:27][CH2:28][CH2:29][CH2:30][CH2:31]Br.C(=O)([O-])[O-].[K+].[K+]>CN(C)C=O>[CH3:15][O:16][C:17](=[O:33])[CH2:18][CH2:19][C:20]1[CH:25]=[CH:24][CH:23]=[CH:22][C:21]=1[O:26][CH2:27][CH2:28][CH2:29][CH2:30][CH2:31][O:1][C:2]1[CH:11]=[CH:10][C:5]2[C:6](=[O:9])[CH2:7][O:8][C:4]=2[C:3]=1[CH2:12][CH2:13][CH3:14] |f:2.3.4|. Procedure details: A mixture of 0.154 g (0.8 mmol) of 6-hydroxy-7-propyl-2H-benzofuran-3-one, 0.27 g (0.82 mmol) of 2-[(5-bromopentyl)oxy]benzenepropanoic acid methyl ester, 0.382 g (2.77 mmol) of anhydrous granular potassium carbonate, and 6 mL of anhydrous N,N-dimethylformamide was stirred at 60°-65° C. for 3 hr. The resulting slurry was cooled and the solvent was removed in vacuo. The residue was purified by flash chromatography on silica gel, eluting with 7:3 and 6:4 hexane-ethyl acetate. There was obtained 0.... The reactants are ClC1=CC=C(C=C1)C=1C=CC2=C(C=C(CCS2(=O)=O)C(=O)OC)C1 (methyl 7-(4-chlorophenyl)-1,1-dioxo-2,3-dihydro-1-benzothiepine-4-carboxylate), Cl (hydrochloric acid). Run in COCCOC (1,2-dimethoxyethane). Reaction conditions: temperature 70 celsius, time 64 hour. Product: ClC1=CC=C(C=C1)C=1C=CC2=C(C=C(CCS2(=O)=O)C(=O)O)C1 (7-(4-chlorophenyl)-1,1-dioxo-2,3-dihydro-1-benzothiepine-4-carboxylic acid). Isolated yield 88.1%. As a reaction SMILES: [Cl:1][C:2]1[CH:7]=[CH:6][C:5]([C:8]2[CH:9]=[CH:10][C:11]3[S:17](=[O:19])(=[O:18])[CH2:16][CH2:15][C:14]([C:20]([O:22]C)=[O:21])=[CH:13][C:12]=3[CH:24]=2)=[CH:4][CH:3]=1.Cl>COCCOC>[Cl:1][C:2]1[CH:3]=[CH:4][C:5]([C:8]2[CH:9]=[CH:10][C:11]3[S:17](=[O:19])(=[O:18])[CH2:16][CH2:15][C:14]([C:20]([OH:22])=[O:21])=[CH:13][C:12]=3[CH:24]=2)=[CH:6][CH:7]=1. Reported procedure: To a solution of methyl 7-(4-chlorophenyl)-1,1-dioxo-2,3-dihydro-1-benzothiepine-4-carboxylate (0.95 g) in 1,2-dimethoxyethane (50 ml) was added 6N hydrochloric acid (30 ml), and the mixture was stirred at 70° C. for 64 hours. The mixture was cooled to room temperature, extracted with ethylacetate, saturated brine, dried with magnesium sulfate and concentrated under reduced pressure. Precipitated crystals were collected by filtration, and the crystals was washed with diisopropylether and hexane ... The reactants are COC(=O)C1=C(C2=C(S1)C=C(C=C2)CC=2NC=CN2)C (6-(1-imidazolylmethyl)-3-methylbenzo[b]thiophene-2-carboxylic acid methyl ester), [OH-].[K+] (potassium hydroxide), O (water). The solvent is CO (methanol). Product: N1C(=NC=C1)CC=1C=CC2=C(SC(=C2C)C(=O)O)C1 (6-(1-imidazolylmethyl)-3-methylbenzo[b]-thiophene-2-carboxylic acid). The yield is 84.1%. Reaction SMILES: C[O:2][C:3]([C:5]1[S:9][C:8]2[CH:10]=[C:11]([CH2:14][C:15]3[NH:16][CH:17]=[CH:18][N:19]=3)[CH:12]=[CH:13][C:7]=2[C:6]=1[CH3:20])=[O:4].[OH-].[K+].O>CO>[NH:19]1[CH:18]=[CH:17][N:16]=[C:15]1[CH2:14][C:11]1[CH:12]=[CH:13][C:7]2[C:6]([CH3:20])=[C:5]([C:3]([OH:4])=[O:2])[S:9][C:8]=2[CH:10]=1 |f:1.2|. Procedure details: A mixture of 6-(1-imidazolylmethyl)-3-methylbenzo[b]thiophene-2-carboxylic acid methyl ester (0.25 g.) potassium hydroxide (0.10 g.), water (2.5 ml.) and methanol (2.5 ml.) was heated under reflux for 1 hour and then evaporated to small bulk. The solution was acidified with acetic acid and the solid was filtered off and dissolved in a slight excess of diluted potassium hydroxide solution. The solution was filtered and the filtrate was acidified. The solid was filtered off, washed with water and ... Reactants: C1(=CC=CC=C1)C#CC=1C=C(C=NC1)C1N(CCC1)C (5-phenylethynyl-3-(1-methyl-2-pyrrolidinyl)pyridine), C(\C=C\C(=O)O)(=O)O (fumaric acid), amine. The solvent is CO (methanol). The product is C(\C=C\C(=O)O)(=O)O.C1(=CC=CC=C1)C#CC=1C=C(C=NC1)C1N(CCC1)C (5-(phenylethynyl)-3-(1-methyl-2-pyrrolidinyl)pyridine fumarate). The yield is 56.0%. As a reaction SMILES: [C:1]1([C:7]#[C:8][C:9]2[CH:10]=[C:11]([CH:15]3[CH2:19][CH2:18][CH2:17][N:16]3[CH3:20])[CH:12]=[N:13][CH:14]=2)[CH:6]=[CH:5][CH:4]=[CH:3][CH:2]=1.[C:21]([OH:28])(=[O:27])/[CH:22]=[CH:23]/[C:24]([OH:26])=[O:25]>CO>[C:21]([OH:28])(=[O:27])/[CH:22]=[CH:23]/[C:24]([OH:26])=[O:25].[C:1]1([C:7]#[C:8][C:9]2[CH:10]=[C:11]([CH:15]3[CH2:19][CH2:18][CH2:17][N:16]3[CH3:20])[CH:12]=[N:13][CH:14]=2)[CH:6]=[CH:5][CH:4]=[CH:3][CH:2]=1 |f:3.4|. Procedure: The above-described pyridine derivative was converted into invention compound of Formula I by the addition of one equivalent of fumaric acid to a methanol (10 mL) solution of the free amine at 25° C. After 30 minutes the solvent was removed in vacuo and the residue pumped under high vacuum. Trituration with diethyl ether followed by recrystallization from isopropyl acetate afforded 5-(phenylethynyl)-3-(1-methyl-2-pyrrolidinyl)pyridine fumarate, (56%). M.p. 152°-154° C. (decomp., iPrOAc); 1H NMR ... Reactants: [Br-], CCOC(=O)c1ccc(C=O)cc1, C1CCOC1, CC(c1ccc2c(c1)C(C)(C)CC2(C)C)[P+](c1ccccc1)(c1ccccc1)c1ccccc1. The product is CCOC(=O)c1ccc(C=C(C)c2ccc3c(c2)C(C)(C)CC3(C)C)cc1. As a reaction SMILES: [Br-:1].[CH2:36]([CH3:37])[O:38][C:39](=[O:40])[c:41]1[cH:42][cH:43][c:44]([CH:45]=[O:46])[cH:47][cH:48]1.[CH2:49]1[O:50][CH2:51][CH2:52][CH2:53]1.[CH3:2][C:3]1([CH3:35])[CH2:4][C:5]([CH3:33])([CH3:34])[c:6]2[cH:7][c:8]([CH:12]([CH3:13])[P+:14]([c:15]3[cH:16][cH:17][cH:18][cH:19][cH:20]3)([c:21]3[cH:22][cH:23][cH:24][cH:25][cH:26]3)[c:27]3[cH:28][cH:29][cH:30][cH:31][cH:32]3)[cH:9][cH:10][c:11]21>>[CH3:2][C:3]1([CH3:35])[CH2:4][C:5]([CH3:33])([CH3:34])[c:6]2[cH:7][c:8]([C:12]([CH3:13])=[CH:45][c:44]3[cH:43][cH:42][c:41]([C:39]([O:38][CH2:36][CH3:37])=[O:40])[cH:48][cH:47]3)[cH:9][cH:10][c:11]21. Reactants: OCCCCCCCBr, CO. The product is COCCCCCCCO. RXN SMILES: [Br:1][CH2:2][CH2:3][CH2:4][CH2:5][CH2:6][CH2:7][CH2:8][OH:9].[CH3:10][OH:11]>>[CH2:2]([CH2:3][CH2:4][CH2:5][CH2:6][CH2:7][CH2:8][OH:9])[O:11][CH3:10]. The reactants are CC(C)(NC(=O)c1ccc(N2CC(F)(F)C2)c(OCC2CC2)n1)c1nccs1, CC(C)CC(N)c1ccccn1. The product is CC(C)CC(NC(=O)c1ccc(N2CC(F)(F)C2)c(OCC2CC2)n1)c1ccccn1. Reaction SMILES: [CH3:1][C:2]([NH:3][C:10](=[O:11])[c:12]1[n:13][c:14]([O:24][CH2:25][CH:26]2[CH2:27][CH2:28]2)[c:15]([N:18]2[CH2:19][C:20]([F:22])([F:23])[CH2:21]2)[cH:16][cH:17]1)([c:4]1[s:5][cH:6][cH:7][n:8]1)[CH3:9].[CH3:29][CH:30]([CH2:31][CH:32]([NH2:33])[c:34]1[n:35][cH:36][cH:37][cH:38][cH:39]1)[CH3:40]>>[C:10](=[O:11])([c:12]1[n:13][c:14]([O:24][CH2:25][CH:26]2[CH2:27][CH2:28]2)[c:15]([N:18]2[CH2:19][C:20]([F:22])([F:23])[CH2:21]2)[cH:16][cH:17]1)[NH:33][CH:32]([CH2:31][CH:30]([CH3:29])[CH3:40])[c:34]1[n:35][cH:36][cH:37][cH:38][cH:39]1. Starting materials: CCOC(=O)c1ccc(NS(C)(=O)=O)cc1, O, O=[N+]([O-])O. Yields the product CCOC(=O)c1ccc(NS(C)(=O)=O)c([N+](=O)[O-])c1. As a reaction SMILES: [CH3:1][S:2](=[O:3])(=[O:4])[NH:5][c:6]1[cH:7][cH:8][c:9]([C:10](=[O:11])[O:12][CH2:13][CH3:14])[cH:15][cH:16]1.[OH2:21].[OH:17][N+:18]([O-:19])=[O:20]>>[CH3:1][S:2](=[O:3])(=[O:4])[NH:5][c:6]1[c:7]([N+:18](=[O:17])[O-:19])[cH:8][c:9]([C:10](=[O:11])[O:12][CH2:13][CH3:14])[cH:15][cH:16]1. Reactants: CC1(OC(C(C(O1)=O)=CNC1=CC(=C(C(=O)OC2=CC=CC=C2)C=C1)O)=O)C (Phenyl 4-(((2,2-dimethyl-4,6-dioxo-1,3-dioxan-5-ylidene)methyl)amino)-2-hydroxybenzoate), C(C1=CC=CC=C1)Br (benzyl bromide), C([O-])([O-])=O.[K+].[K+] (potassium carbonate), C(C)OCC.O1CCCC1 (diethyl ether tetrahydrofuran). Run in C(C)OCC (diethyl ether), C1=CC=C(C=C1)C2=CC=CC=C2.C1=CC=C(C=C1)OC2=CC=CC=C2 (Dowtherm A), O (water), CN(C=O)C (dimethylformamide), CCCCCC (hexane), C(C)O (ethanol). Run at time 8 hour. Yields the product C(C1=CC=CC=C1)OC1=C(C=C2C(C=CNC2=C1)=O)C(=O)OC1=CC=CC=C1 (Phenyl 7-(benzyloxy)-4-oxo-1,4-dihydro-6-quinolinecarboxylate). Yield: 10766.7%. Reaction SMILES: CC1(C)O[C:6](=[O:8])[C:5](=[CH:9][NH:10][C:11]2[CH:25]=[CH:24][C:14]([C:15]([O:17][C:18]3[CH:23]=[CH:22][CH:21]=[CH:20][CH:19]=3)=[O:16])=[C:13]([OH:26])[CH:12]=2)C(=O)O1.[CH2:29](Br)[C:30]1[CH:35]=[CH:34][CH:33]=[CH:32][CH:31]=1.C(=O)([O-])[O-].[K+].[K+].C(OCC)C.O1CCCC1>CN(C)C=O.C(O)C.CCCCCC.C1C=CC(C2C=CC=CC=2)=CC=1.C1C=CC(OC2C=CC=CC=2)=CC=1.C(OCC)C.O>[CH2:29]([O:26][C:13]1[CH:12]=[C:11]2[C:25]([C:6](=[O:8])[CH:5]=[CH:9][NH:10]2)=[CH:24][C:14]=1[C:15]([O:17][C:18]1[CH:19]=[CH:20][CH:21]=[CH:22][CH:23]=1)=[O:16])[C:30]1[CH:35]=[CH:34][CH:33]=[CH:32][CH:31]=1 |f:2.3.4,5.6,10.11|. Procedure: Phenyl 4-(((2,2-dimethyl-4,6-dioxo-1,3-dioxan-5-ylidene)methyl)amino)-2-hydroxybenzoate (11.5 g, 0.030 mmol), benzyl bromide (5.64 g, 0.033 mmol) and potassium carbonate (4.56 g, 0.033 mmol) were stirred in dimethylformamide (45 ml) at 80° C. for 3 hours. The reaction solution was distributed between a diethyl ether-tetrahydrofuran mixed solvent and water, the organic layer was washed with water and saturated saline and dried over anhydrous magnesium sulfate, and the drying agent was filtered ou...